From a dataset of the Open Reaction Database (ORD), a public repository of structured organic reaction records. describe an organic reaction: reactants, conditions, products, and yield Reactants: CCCc1[nH]c2cc(C(=O)O)ccc2c1C(=O)C(C)C, OCc1ccccc1, CN(C)c1ccncc1, C(=NC1CCCCC1)=NC1CCCCC1, C1CCOC1. The product is CCCc1[nH]c2cc(C(=O)OCc3ccccc3)ccc2c1C(=O)C(C)C. As a reaction SMILES: [C:1]([CH:2]([CH3:3])[CH3:4])(=[O:5])[c:6]1[c:7]([CH2:18][CH2:19][CH3:20])[nH:8][c:9]2[cH:10][c:11]([C:15](=[O:16])[OH:17])[cH:12][cH:13][c:14]12.[CH2:21]([c:22]1[cH:23][cH:24][cH:25][cH:26][cH:27]1)[OH:28].[CH3:49][N:50]([CH3:51])[c:52]1[cH:53][cH:54][n:55][cH:56][cH:57]1.[CH:29]1([N:30]=[C:31]=[N:32][CH:33]2[CH2:34][CH2:35][CH2:36][CH2:37][CH2:38]2)[CH2:39][CH2:40][CH2:41][CH2:42][CH2:43]1.[O:44]1[CH2:45][CH2:46][CH2:47][CH2:48]1>>[C:1]([CH:2]([CH3:3])[CH3:4])(=[O:5])[c:6]1[c:7]([CH2:18][CH2:19][CH3:20])[nH:8][c:9]2[cH:10][c:11]([C:15](=[O:16])[O:17][CH2:21][c:22]3[cH:23][cH:24][cH:25][cH:26][cH:27]3)[cH:12][cH:13][c:14]12. Reactants: FC=1C=C(C=CC1)O (3-fluorophenol), FC=1C=C(OCCCCCCCCC(=O)O)C=CC1 (9-(3-fluoro-phenoxy)-nonanoic acid), Cl.Cl.C(C1=CC=CC=C1)OC(C[C@H](CN(C)C)N)=O ((R)-3-amino-4-dimethylamino-butyric acid benzyl ester dihydrochloride), BrCCCCCCCCCO (9-bromo-1-nonanol), FC=1C=C(OCCCCCCCCCO)C=CC1 (9-(3-fluoro-phenoxy)-nonan-1-ol). Yields the product C(C1=CC=CC=C1)OC(C[C@H](CN(C)C)NC(CCCCCCCCOC1=CC(=CC=C1)F)=O)=O ((R)-4-dimethylamino-3-[9-(3-fluoro-phenoxy)-nonanoylamino]-butyric acid benzyl ester). As a reaction SMILES: FC1C=C(O)C=CC=1.BrCCCCCCCCCO.[F:20][C:21]1[CH:22]=[C:23]([CH:35]=[CH:36][CH:37]=1)[O:24][CH2:25][CH2:26][CH2:27][CH2:28][CH2:29][CH2:30][CH2:31][CH2:32][CH2:33][OH:34].FC1C=C(C=CC=1)OCCCCCCCCC(O)=O.Cl.Cl.[CH2:59]([O:66][C:67](=[O:75])[CH2:68][C@@H:69]([NH2:74])[CH2:70][N:71]([CH3:73])[CH3:72])[C:60]1[CH:65]=[CH:64][CH:63]=[CH:62][CH:61]=1>>[CH2:59]([O:66][C:67](=[O:75])[CH2:68][C@@H:69]([NH:74][C:33](=[O:34])[CH2:32][CH2:31][CH2:30][CH2:29][CH2:28][CH2:27][CH2:26][CH2:25][O:24][C:23]1[CH:35]=[CH:36][CH:37]=[C:21]([F:20])[CH:22]=1)[CH2:70][N:71]([CH3:72])[CH3:73])[C:60]1[CH:65]=[CH:64][CH:63]=[CH:62][CH:61]=1 |f:4.5.6|. Procedure: The title compound, m/e=397.4 ([M+H]+), was produced in analogy with example 18, steps 1 to 4. Thus, 3-fluorophenol was alkylated in step 1 with 9-bromo-1-nonanol, leading to 9-(3-fluoro-phenoxy)-nonan-1-ol, which was oxidized in step 2 to 9-(3-fluoro-phenoxy)-nonanoic acid. This was coupled in step 3 with (R)-3-amino-4-dimethylamino-butyric acid benzyl ester dihydrochloride to produce (R)-4-dimethylamino-3-[9-(3-fluoro-phenoxy)-nonanoylamino]-butyric acid benzyl ester, which was hydrogenated in... The reactants are CNCC1COc2cc(O)ccc2O1, CCN(C(C)C)C(C)C, O=c1ccc2ccc(OCCCCl)cc2o1, [I-], [Na+], CN(C)C=O. Yields the product CN(CCCOc1ccc2ccc(=O)oc2c1)CC1COc2cc(O)ccc2O1. RXN SMILES: [CH3:1][NH:2][CH2:3][CH:4]1[CH2:5][O:6][c:7]2[c:8]([cH:10][cH:11][c:12]([OH:14])[cH:13]2)[O:9]1.[CH:31]([N:32]([CH:33]([CH3:34])[CH3:35])[CH2:36][CH3:37])([CH3:38])[CH3:39].[Cl:15][CH2:16][CH2:17][CH2:18][O:19][c:20]1[cH:21][cH:22][c:23]2[cH:24][cH:25][c:26](=[O:30])[o:27][c:28]2[cH:29]1.[I-:41].[Na+:40].[O:42]=[CH:43][N:44]([CH3:45])[CH3:46]>>[CH3:1][N:2]([CH2:3][CH:4]1[CH2:5][O:6][c:7]2[c:8]([cH:10][cH:11][c:12]([OH:14])[cH:13]2)[O:9]1)[CH2:16][CH2:17][CH2:18][O:19][c:20]1[cH:21][cH:22][c:23]2[cH:24][cH:25][c:26](=[O:30])[o:27][c:28]2[cH:29]1.